This data is from the Open Reaction Database (ORD), a public repository of structured organic reaction records. The task is: describe an organic reaction: reactants, conditions, products, and yield Reactants: COC=1C=C(CNC(=O)C2=CSC(=C2)C2=CN(C3=NC=CC=C32)S(=O)(=O)C3=CC=C(C)C=C3)C=CC1 (N-(3-Methoxybenzyl)-5-(1-tosyl-1H-pyrrolo[2,3-b]pyridin-3-yl)thiophene-3-carboxamide), O[Li].O (LiOH hydrate). Solvent: C1CCOC1 (THF), CCOC(=O)C (EtOAc), O (water). Conditions: temperature 150 celsius. The product is COC=1C=C(CNC(=O)C2=CSC(=C2)C2=CNC3=NC=CC=C32)C=CC1 (N-(3-Methoxybenzyl)-5-(1H-pyrrolo[2,3-b]pyridin-3-yl)thiophene-3-carboxamide). The yield is 59.3%. RXN SMILES: [CH3:1][O:2][C:3]1[CH:4]=[C:5]([CH:34]=[CH:35][CH:36]=1)[CH2:6][NH:7][C:8]([C:10]1[CH:14]=[C:13]([C:15]2[C:23]3[C:18](=[N:19][CH:20]=[CH:21][CH:22]=3)[N:17](S(C3C=CC(C)=CC=3)(=O)=O)[CH:16]=2)[S:12][CH:11]=1)=[O:9].O[Li].O>C1COCC1.O.CCOC(C)=O>[CH3:1][O:2][C:3]1[CH:4]=[C:5]([CH:34]=[CH:35][CH:36]=1)[CH2:6][NH:7][C:8]([C:10]1[CH:14]=[C:13]([C:15]2[C:23]3[C:18](=[N:19][CH:20]=[CH:21][CH:22]=3)[NH:17][CH:16]=2)[S:12][CH:11]=1)=[O:9] |f:1.2|. Reported procedure: N-(3-Methoxybenzyl)-5-(1-tosyl-1H-pyrrolo[2,3-b]pyridin-3-yl)thiophene-3-carboxamide (70 mg, 0.14 mmol) was dissolved in THF (4 mL) and LiOH hydrate (42 mg, 1 mmol) was added in water (1 mL). The reaction mixture was heated to 150° C. in the microwave for 10 minutes. The reaction mixture was diluted with EtOAc and the organic layer was washed with 10% citric acid, saturated sodium bicarbonate, and then dried over sodium sulfate and concentrated to an oil, which was purified by column chromatogra... Reactants: COc1ccc2nc(NC(=O)C(CC3CCCC3)c3ccc(S(=O)(=O)N(CCC(=O)OC(C)(C)C)Cc4ccccc4)cc3)sc2n1, CO, [Na+], [OH-], O. RXN SMILES: [C:1]([CH3:2])([CH3:3])([CH3:4])[O:5][C:6]([CH2:7][CH2:8][N:9]([S:10](=[O:11])(=[O:12])[c:13]1[cH:14][cH:15][c:16]([CH:19]([CH2:20][CH:21]2[CH2:22][CH2:23][CH2:24][CH2:25]2)[C:26]([NH:27][c:28]2[s:29][c:30]3[n:31][c:32]([O:37][CH3:38])[cH:33][cH:34][c:35]3[n:36]2)=[O:39])[cH:17][cH:18]1)[CH2:40][c:41]1[cH:42][cH:43][cH:44][cH:45][cH:46]1)=[O:47].[CH3:50][OH:51].[Na+:49].[OH-:48].[OH2:52]>>[O:5]=[C:6]([CH2:7][CH2:8][N:9]([S:10](=[O:11])(=[O:12])[c:13]1[cH:14][cH:15][c:16]([CH:19]([CH2:20][CH:21]2[CH2:22][CH2:23][CH2:24][CH2:25]2)[C:26]([NH:27][c:28]2[s:29][c:30]3[n:31][c:32]([O:37][CH3:38])[cH:33][cH:34][c:35]3[n:36]2)=[O:39])[cH:17][cH:18]1)[CH2:40][c:41]1[cH:42][cH:43][cH:44][cH:45][cH:46]1)[OH:47]. The product is COc1ccc2nc(NC(=O)C(CC3CCCC3)c3ccc(S(=O)(=O)N(CCC(=O)O)Cc4ccccc4)cc3)sc2n1.